From a dataset of the Open Reaction Database (ORD), a public repository of structured organic reaction records. describe an organic reaction: reactants, conditions, products, and yield Starting materials: ice water, OC1C(N(C2=C(C(=N1)C1=C(C=CC=C1)F)C=C(C=C2)Cl)C)=O (3-hydroxy-1,3-dihydro-1-methyl-7-chloro-5-(2-fluorophenyl)-2H-1,4-benzodiazepin-2-one), C(C)N(CC)S(F)(F)F (diethylaminosulfur trifluoride). Run in C(Cl)Cl (methylene chloride), C(Cl)Cl (methylene chloride). Yields the product FC1C(N(C2=C(C(=N1)C1=C(C=CC=C1)F)C=C(C=C2)Cl)C)=O (3-fluoro-1,3-dihydro-1-methyl-7-chloro-5-(2-fluorophenyl)-2H-1,4-benzodiazepin-2-one). Reaction SMILES: O[CH:2]1[N:8]=[C:7]([C:9]2[CH:14]=[CH:13][CH:12]=[CH:11][C:10]=2[F:15])[C:6]2[CH:16]=[C:17]([Cl:20])[CH:18]=[CH:19][C:5]=2[N:4]([CH3:21])[C:3]1=[O:22].C(N(S(F)(F)[F:29])CC)C>C(Cl)Cl>[F:29][CH:2]1[N:8]=[C:7]([C:9]2[CH:14]=[CH:13][CH:12]=[CH:11][C:10]=2[F:15])[C:6]2[CH:16]=[C:17]([Cl:20])[CH:18]=[CH:19][C:5]=2[N:4]([CH3:21])[C:3]1=[O:22]. Procedure details: A solution of 1.4 g of 3-hydroxy-1,3-dihydro-1-methyl-7-chloro-5-(2-fluorophenyl)-2H-1,4-benzodiazepin-2-one in 10 ml of methylene chloride was added dropwise to a stirred solution of 1.5 ml of diethylaminosulfur trifluoride in 50 ml methylene chloride cooled to -70°. The reaction mixture was allowed to warm slowly to 5° and then poured into 100 ml of ice water. The lower organic layer was separated, washed with water, dried over anhydrous magnesium sulfate, and evaporated to dryness under reduc... The reactants are CO, C=CCn1nc(C)c(C(=O)OCC)c1Cl, [Na+], C1CCOC1, [OH-], O. Product: C=CCn1nc(C)c(C(=O)O)c1Cl. Reaction SMILES: [CH3:18][OH:19].[Cl:1][c:2]1[c:3]([C:11](=[O:12])[O:13][CH2:14][CH3:15])[c:4]([CH3:10])[n:5][n:6]1[CH2:7][CH:8]=[CH2:9].[Na+:17].[O:21]1[CH2:22][CH2:23][CH2:24][CH2:25]1.[OH-:16].[OH2:20]>>[Cl:1][c:2]1[c:3]([C:11](=[O:12])[OH:13])[c:4]([CH3:10])[n:5][n:6]1[CH2:7][CH:8]=[CH2:9]. The reactants are O=C([O-])O, Cl, O=N[O-], COC(=O)c1sc(N)nc1-c1nccc(N2CCCCC2)n1, [Na+], [Na+], O. The product is COC(=O)c1sc(Cl)nc1-c1nccc(N2CCCCC2)n1. RXN SMILES: [C:27](=[O:28])([OH:29])[O-:30].[ClH:32].[N:23]([O-:24])=[O:25].[NH2:1][c:2]1[s:3][c:4]([C:19](=[O:20])[O:21][CH3:22])[c:5](-[c:7]2[n:8][cH:9][cH:10][c:11]([N:13]3[CH2:14][CH2:15][CH2:16][CH2:17][CH2:18]3)[n:12]2)[n:6]1.[Na+:26].[Na+:31].[OH2:33]>>[c:2]1([Cl:32])[s:3][c:4]([C:19](=[O:20])[O:21][CH3:22])[c:5](-[c:7]2[n:8][cH:9][cH:10][c:11]([N:13]3[CH2:14][CH2:15][CH2:16][CH2:17][CH2:18]3)[n:12]2)[n:6]1. Reactants: [OH-].[Na+] (sodium hydroxide), O (water), C(CCC)[Sn](CCCC)(Br)Br (di-n-butyltin dibromide), C(CCC)[Sn](Br)(Br)Br (mono-n-butyltin tribromide). Solvent: C1CCCCC1 (cyclohexane), C1CCCCC1 (cyclohexane). Run at temperature 70 celsius. Yields the product C(CCC)[Sn](CCCC)=O (di-n-butyltin oxide). Reaction SMILES: [OH-:1].[Na+].[CH2:3]([Sn:7](Br)(Br)[CH2:8][CH2:9][CH2:10][CH3:11])[CH2:4][CH2:5][CH3:6].C([Sn](Br)(Br)Br)CCC.O>C1CCCCC1>[CH2:3]([Sn:7](=[O:1])[CH2:8][CH2:9][CH2:10][CH3:11])[CH2:4][CH2:5][CH3:6] |f:0.1|. Reported procedure: The same apparatus as used in Example 1 was employed. To the flask were continuously fed 1,075 g of 30% aqueous sodium hydroxide solution and 1,500 g of a cyclohexane solution which had been prepared by dissolving, in 750 g of cyclohexane, 750 g of di-n-butyltin dibromide containing 1.8% tri-n-butyltin bromide and 1.5% mono-n-butyltin tribromide. The above feeding was performed with stirring and heating at 70° C., to conduct hydrolysis for 45 minutes. To the resulting reaction mixture overflowed... Product: COc1cc(C2COc3c(C)c(C)c(NC(=O)CC(C)(C)C)c(C)c32)ccc1C(C)=O. Reactants: [Al+3], COc1cccc(C2COc3c(C)c(C)c(NC(=O)CC(C)(C)C)c(C)c32)c1, CC(=O)Cl, [Cl-], [Cl-], [Cl-], ClCCl, O. As a reaction SMILES: [Al+3:30].[CH3:1][O:2][c:3]1[cH:4][c:5]([CH:9]2[CH2:10][O:11][c:12]3[c:13]2[c:14]([CH3:28])[c:15]([NH:20][C:21]([CH2:22][C:23]([CH3:24])([CH3:25])[CH3:26])=[O:27])[c:16]([CH3:19])[c:17]3[CH3:18])[cH:6][cH:7][cH:8]1.[CH3:33][C:34]([Cl:35])=[O:36].[Cl-:29].[Cl-:31].[Cl-:32].[Cl:38][CH2:39][Cl:40].[OH2:37]>>[CH3:1][O:2][c:3]1[cH:4][c:5]([CH:9]2[CH2:10][O:11][c:12]3[c:13]2[c:14]([CH3:28])[c:15]([NH:20][C:21]([CH2:22][C:23]([CH3:24])([CH3:25])[CH3:26])=[O:27])[c:16]([CH3:19])[c:17]3[CH3:18])[cH:6][cH:7][c:8]1[C:34]([CH3:33])=[O:36]. Starting materials: Cc1ccccc1S(=O)(=O)OCC1(COC(C)(C)C)OC(n2ccc(=O)[nH]c2=O)([SiH](c2ccccc2)c2ccccc2)C(ON2C(=O)c3ccccc3C2=O)C1OCc1cccc2ccccc12, CCO, NN, O. Product: Cc1ccccc1S(=O)(=O)OCC1(COC(C)(C)C)OC(n2ccc(=O)[nH]c2=O)([SiH](c2ccccc2)c2ccccc2)C(ON)C1OCc1cccc2ccccc12. RXN SMILES: [C:1]([CH3:2])([CH3:3])([CH3:4])[O:5][CH2:6][C:7]1([CH2:57][O:58][S:59](=[O:60])(=[O:61])[c:62]2[c:63]([CH3:68])[cH:64][cH:65][cH:66][cH:67]2)[CH:8]([O:45][CH2:46][c:47]2[cH:48][cH:49][cH:50][c:51]3[cH:52][cH:53][cH:54][cH:55][c:56]23)[CH:9]([O:33][N:34]2[C:35](=[O:36])[c:37]3[cH:38][cH:39][cH:40][cH:41][c:42]3[C:43]2=[O:44])[C:10]([n:12]2[c:13](=[O:14])[nH:15][c:16](=[O:17])[cH:18][cH:19]2)([SiH:20]([c:21]2[cH:22][cH:23][cH:24][cH:25][cH:26]2)[c:27]2[cH:28][cH:29][cH:30][cH:31][cH:32]2)[O:11]1.[CH3:72][CH2:73][OH:74].[NH2:70][NH2:71].[OH2:69]>>[C:1]([CH3:2])([CH3:3])([CH3:4])[O:5][CH2:6][C:7]1([CH2:57][O:58][S:59](=[O:60])(=[O:61])[c:62]2[c:63]([CH3:68])[cH:64][cH:65][cH:66][cH:67]2)[CH:8]([O:45][CH2:46][c:47]2[cH:48][cH:49][cH:50][c:51]3[cH:52][cH:53][cH:54][cH:55][c:56]23)[CH:9]([O:33][NH2:34])[C:10]([n:12]2[c:13](=[O:14])[nH:15][c:16](=[O:17])[cH:18][cH:19]2)([SiH:20]([c:21]2[cH:22][cH:23][cH:24][cH:25][cH:26]2)[c:27]2[cH:28][cH:29][cH:30][cH:31][cH:32]2)[O:11]1. The reactants are Oc1ccc(Cc2cc(Br)ccc2Cl)cc1, O=C([O-])[O-], Cc1ccc(S(=O)(=O)OCC(F)(F)F)cc1, [Cs+], [Cs+], CN(C)C=O. Yields the product FC(F)(F)COc1ccc(Cc2cc(Br)ccc2Cl)cc1. As a reaction SMILES: [Br:1][c:2]1[cH:3][cH:4][c:5]([Cl:16])[c:6]([CH2:8][c:9]2[cH:10][cH:11][c:12]([OH:15])[cH:13][cH:14]2)[cH:7]1.[C:17](=[O:18])([O-:19])[O-:20].[CH3:23][c:24]1[cH:25][cH:26][c:27]([S:28]([O:29][CH2:34][C:35]([F:36])([F:37])[F:38])(=[O:30])=[O:31])[cH:32][cH:33]1.[Cs+:21].[Cs+:22].[O:39]=[CH:40][N:41]([CH3:42])[CH3:43]>>[Br:1][c:2]1[cH:3][cH:4][c:5]([Cl:16])[c:6]([CH2:8][c:9]2[cH:10][cH:11][c:12]([O:15][CH2:34][C:35]([F:36])([F:37])[F:38])[cH:13][cH:14]2)[cH:7]1. Reactants: COc1cc(CNc2nccc3cc(F)ccc23)cc(OC)c1OC, O=C(O)C(F)(F)F. The product is Nc1nccc2cc(F)ccc12. Reaction SMILES: [CH3:1][O:2][c:3]1[cH:4][c:5]([CH2:25][NH:7][c:8]2[n:9][cH:10][cH:11][c:12]3[cH:13][c:14]([F:18])[cH:15][cH:16][c:17]23)[cH:6][c:19]([O:20][CH3:21])[c:22]1[O:23][CH3:24].[F:26][C:27]([F:28])([F:29])[C:30]([OH:31])=[O:32]>>[NH2:7][c:8]1[n:9][cH:10][cH:11][c:12]2[cH:13][c:14]([F:18])[cH:15][cH:16][c:17]12. Reported procedure: To a solution of 2-mercaptobenzimidazole (5.1 g, 34 mmol) and 2N NaOH/H2O (pH 11) in methanol (100 mL) was added neryl chloride (5.85 g, 34 mmol). The reaction mixture was stirred at ambient temperature for 16 hours, evaporated in vacuo, dissolved in CH2Cl2, washed with saturated NaHCO3 and brine, and dried over Na2SO4. Evaporation of the solvent gave an oil which was flash chromatographed (Merck Kieselgel, 5% MeOH/CH2Cl2) to give the title compound which was crystallized from Et2O/pentane to gi... Reaction SMILES: [SH:1][C:2]1[NH:3][C:4]2[CH:10]=[CH:9][CH:8]=[CH:7][C:5]=2[N:6]=1.[OH-].[Na+].O.[CH2:14](Cl)/[CH:15]=[C:16](\[CH2:18][CH2:19][CH:20]=[C:21]([CH3:23])[CH3:22])/[CH3:17]>CO>[CH3:17]/[C:16](/[CH2:18][CH2:19][CH:20]=[C:21]([CH3:23])[CH3:22])=[CH:15]/[CH2:14][S:1][C:2]1[NH:6][C:5]2[CH:7]=[CH:8][CH:9]=[CH:10][C:4]=2[N:3]=1 |f:1.2.3|. Solvent: CO (methanol). Conditions: time 16 hour. The product is C/C(=C/CSC1=NC2=C(N1)C=CC=C2)/CCC=C(C)C (2-[(3,7-Dimethyl-2,6(Z)-octadienyl)-thio]-1H-1,3-benzimidazole). Starting materials: SC=1NC2=C(N1)C=CC=C2 (2-mercaptobenzimidazole), [OH-].[Na+].O (NaOH H2O), C(\C=C(\C)/CCC=C(C)C)Cl (neryl chloride). Reactants: C(C)(=O)OCC=1C(=CC2=C(N=C3N2CCN[C@@H]3C(C)C)C1)S(=O)(=O)C ((R)-(1-isopropyl-7-(methylsulfonyl)-1,2,3,4-tetrahydrobenzo[4,5]imidazo[1,2-a]pyrazin-8-yl)methyl acetate), ClC1=NC=C(C(=N1)C(F)(F)F)C(=O)OCC (ethyl 2-chloro-4-(trifluoromethyl)pyrimidine-5-carboxylate), CCN(C(C)C)C(C)C (DIEA), CCOC(=O)C (EtOAc). Run in C(Cl)Cl.CC(C)O (CH2Cl2 i-PrOH). Conditions: temperature 80 celsius, time 16 hour. The product is C(C)(=O)OCC=1C(=CC2=C(N=C3N2CCN([C@@H]3C(C)C)C3=NC=C(C(=N3)C(F)(F)F)C(=O)OCC)C1)S(=O)(=O)C ((R)-ethyl 2-(8-(acetoxymethyl)-1-isopropyl-7-(methylsulfonyl)-3,4-dihydrobenzo[4,5]imidazo[1,2-a]pyrazin-2(1H)-yl)-4-(trifluoromethyl)pyrimidine-5-carboxylate). Isolated yield 87.8%. As a reaction SMILES: [C:1]([O:4][CH2:5][C:6]1[C:7]([S:22]([CH3:25])(=[O:24])=[O:23])=[CH:8][C:9]2[N:13]3[CH2:14][CH2:15][NH:16][C@H:17]([CH:18]([CH3:20])[CH3:19])[C:12]3=[N:11][C:10]=2[CH:21]=1)(=[O:3])[CH3:2].Cl[C:27]1[N:32]=[C:31]([C:33]([F:36])([F:35])[F:34])[C:30]([C:37]([O:39][CH2:40][CH3:41])=[O:38])=[CH:29][N:28]=1.CCN(C(C)C)C(C)C.CCOC(C)=O>C(Cl)Cl.CC(O)C>[C:1]([O:4][CH2:5][C:6]1[C:7]([S:22]([CH3:25])(=[O:23])=[O:24])=[CH:8][C:9]2[N:13]3[CH2:14][CH2:15][N:16]([C:27]4[N:32]=[C:31]([C:33]([F:35])([F:36])[F:34])[C:30]([C:37]([O:39][CH2:40][CH3:41])=[O:38])=[CH:29][N:28]=4)[C@H:17]([CH:18]([CH3:19])[CH3:20])[C:12]3=[N:11][C:10]=2[CH:21]=1)(=[O:3])[CH3:2] |f:4.5|. Procedure details: The mixture of (R)-(1-isopropyl-7-(methylsulfonyl)-1,2,3,4-tetrahydrobenzo[4,5]imidazo[1,2-a]pyrazin-8-yl)methyl acetate (284 mg, 0.8 mmol), ethyl 2-chloro-4-(trifluoromethyl)pyrimidine-5-carboxylate (296 mg, 1.2 mmol, 1.5 eq.) and DIEA (310 mg, 2.4 mmol, 3 eq.) in CH2Cl2/i-PrOH (3 mL/3 mL) was stirred at 80° C. for 16 h. TLC showed compound was consumed completely PE:EtOAc=1:1. The solvents were removed under vacuum and the residue was dissolved in EtOAc (10 mL). Water (10 mL) was added to the ...